Task: describe an organic reaction: reactants, conditions, products, and yield. Dataset: the Open Reaction Database (ORD), a public repository of structured organic reaction records Starting materials: CC1(C=2C=CC(=CC2C(CC1)(C(=O)OCC)O)C(=O)OC1=CC=C(C(=O)OCC)C=C1)C ((±)ethyl 4-[[(5,5-dimethyl-8-hydroxy-8-(carbethoxy)-5,6,7,8-tetrahydronaphthalen-2-yl)carbonyl]oxy]benzoate), O.C1(=CC=C(C=C1)S(=O)(=O)O)C (p-toluenesulfonic acid monohydrate). The solvent is C1=CC=CC=C1 (benzene). Reaction conditions: time 8 hour. Product: CC1(C=2C=CC(=CC2C(=CC1)C(=O)OCC)C(=O)OC1=CC=C(C(=O)OCC)C=C1)C (Ethyl 4-[[(5,5-dimethyl-8-(carbethoxy)-5,6-dihydronaphthalen-2-yl)carbonyl]oxy]benzoate), EtOAc-hexanes. Yield: 10.0%. Reaction SMILES: [CH3:1][C:2]1([CH3:32])[CH2:11][CH2:10][C:9](O)([C:12]([O:14][CH2:15][CH3:16])=[O:13])[C:8]2[CH:7]=[C:6]([C:18]([O:20][C:21]3[CH:31]=[CH:30][C:24]([C:25]([O:27][CH2:28][CH3:29])=[O:26])=[CH:23][CH:22]=3)=[O:19])[CH:5]=[CH:4][C:3]1=2.O.C1(C)C=CC(S(O)(=O)=O)=CC=1>C1C=CC=CC=1>[CH3:32][C:2]1([CH3:1])[CH2:11][CH:10]=[C:9]([C:12]([O:14][CH2:15][CH3:16])=[O:13])[C:8]2[CH:7]=[C:6]([C:18]([O:20][C:21]3[CH:22]=[CH:23][C:24]([C:25]([O:27][CH2:28][CH3:29])=[O:26])=[CH:30][CH:31]=3)=[O:19])[CH:5]=[CH:4][C:3]1=2 |f:1.2|. Procedure details: To a solution of (±)ethyl 4-[[(5,5-dimethyl-8-hydroxy-8-(carbethoxy)-5,6,7,8-tetrahydronaphthalen-2-yl)carbonyl]oxy]benzoate (Compound E54, 35.0 mg, 0.077 mmol) in 10 mL benzene was added a catalytic amount (approximately 2 mg) of p-toluenesulfonic acid monohydrate. The solution was heated to reflux under a Dean-Stark trap for 3 h, and then cooled to room temperature and stirred overnight. The solvent was removed under reduced pressure and the title compound isolated from the residue by column c... Starting materials: N, CC(=O)COc1ccccc1, C1CCOC1, Cc1ccc(S(=O)(=O)O)cc1. Product: CC(N)=COc1ccccc1. RXN SMILES: [NH3:12].[O:1]([c:2]1[cH:3][cH:4][cH:5][cH:6][cH:7]1)[CH2:8][C:9]([CH3:10])=[O:11].[O:24]1[CH2:25][CH2:26][CH2:27][CH2:28]1.[c:13]1([CH3:14])[cH:15][cH:16][c:17]([S:18]([OH:19])(=[O:20])=[O:21])[cH:22][cH:23]1>>[O:1]([c:2]1[cH:3][cH:4][cH:5][cH:6][cH:7]1)[CH:8]=[C:9]([CH3:10])[NH2:12].